This data is from the Open Reaction Database (ORD), a public repository of structured organic reaction records. The task is: describe an organic reaction: reactants, conditions, products, and yield Reactants: FC1=C(C#N)C=CC=C1 (2-fluorobenzonitrile), NCC=1OC=CC1 (2-(aminomethyl)furan). Yields the product O1C(=CC=C1)CNC1=C(C#N)C=CC=C1 (2-(2-Furylmethylamino)benzonitrile). As a reaction SMILES: F[C:2]1[CH:9]=[CH:8][CH:7]=[CH:6][C:3]=1[C:4]#[N:5].[NH2:10][CH2:11][C:12]1[O:13][CH:14]=[CH:15][CH:16]=1>>[O:13]1[CH:14]=[CH:15][CH:16]=[C:12]1[CH2:11][NH:10][C:2]1[CH:9]=[CH:8][CH:7]=[CH:6][C:3]=1[C:4]#[N:5]. Procedure details: According to a similar manner to that in Reference Example 12, the title compound was synthesized from 2-fluorobenzonitrile and 2-(aminomethyl)furan. Starting materials: C(C1=CC=CC=C1)N1CC2(CC2CC1)CNC1=CC=CC=C1 ((3-Benzyl-3-aza-bicyclo[4.1.0]hept-1-ylmethyl)-phenyl-amine), CCN(C(C)C)C(C)C (i-Pr2NEt), C(CC)(=O)Cl (propionyl chloride). Solvent: C(Cl)Cl (CH2Cl2), C(Cl)Cl (CH2Cl2). Conditions: time 2 hour. Yields the product C(C1=CC=CC=C1)N1CC2(CC2CC1)CN(C(CC)=O)C1=CC=CC=C1 (N-(3-Benzyl-3-aza-bicyclo[4.1.0]hept-1-ylmethyl)-N-phenyl-propionamide). As a reaction SMILES: [CH2:1]([N:8]1[CH2:14][CH2:13][CH:12]2[C:10]([CH2:15][NH:16][C:17]3[CH:22]=[CH:21][CH:20]=[CH:19][CH:18]=3)([CH2:11]2)[CH2:9]1)[C:2]1[CH:7]=[CH:6][CH:5]=[CH:4][CH:3]=1.CCN(C(C)C)C(C)C.[C:32](Cl)(=[O:35])[CH2:33][CH3:34]>C(Cl)Cl>[CH2:1]([N:8]1[CH2:14][CH2:13][CH:12]2[C:10]([CH2:15][N:16]([C:17]3[CH:22]=[CH:21][CH:20]=[CH:19][CH:18]=3)[C:32](=[O:35])[CH2:33][CH3:34])([CH2:11]2)[CH2:9]1)[C:2]1[CH:3]=[CH:4][CH:5]=[CH:6][CH:7]=1. Procedure: To the a solution of 3-Benzyl-3-aza-bicyclo[4.1.0]hept-1-ylmethyl)-phenyl-amine (175) (250 mg, 0.86 mmol) in CH2Cl2 (2 ml) at 0° C. was added i-Pr2NEt (0.30 ml, 1.72 mmol)) and propionyl chloride (0.11 ml, 1.29 mmol). The mixture was stirred for 2 hrs. The mixture was diluted with CH2Cl2 (5 ml), washed with sat. NaHCO3 (2×5 ml), brine (5 ml) and water (5 ml) and dried with Na2SO4. After filtration, the filtrate was concentrated under vacuum. The residue was purified by silica gel chromatography ... The yield is 46.3%. Product: C(C)(C)(C)N1N=CC(=C(C1=O)C)SCC1=CC=C(C=C1)OCCC (2-t-butyl-4-methyl-5-(p-propoxybenzylthio)-3(2H)-pyridazinone). Starting materials: crude product, [H-].[Na+] (sodium hydride), O (water), C(CC)OC1=CC=C(CS)C=C1 (p-propoxybenzyl mercaptan), C(C)(C)(C)N1N=CC(=C(C1=O)C)Cl (2-t-butyl-5-chloro-4-methyl-3(2H)-pyridazinone). Reported procedure: To 5 ml of dry N,N-dimethylformamide was added 0.24 g of 55% sodium hydride. The resulting mixture was kept at 0° C. and added dropwise with a solution of 0.91 g of p-propoxybenzyl mercaptan dissolved in 5 ml of N,N-dimethylformamide. After ten minutes passed, the resulting mixture was added dropwise with a solution of 1.0 g of 2-t-butyl-5-chloro-4-methyl-3(2H)-pyridazinone dissolved in 5 ml of N,N-dimethylformamide. After completion of dropwise addition, the resulting mixture was reacted at roo... As a reaction SMILES: [H-].[Na+].[CH2:3]([O:6][C:7]1[CH:14]=[CH:13][C:10]([CH2:11][SH:12])=[CH:9][CH:8]=1)[CH2:4][CH3:5].[C:15]([N:19]1[C:24](=[O:25])[C:23]([CH3:26])=[C:22](Cl)[CH:21]=[N:20]1)([CH3:18])([CH3:17])[CH3:16].O>CN(C)C=O>[C:15]([N:19]1[C:24](=[O:25])[C:23]([CH3:26])=[C:22]([S:12][CH2:11][C:10]2[CH:9]=[CH:8][C:7]([O:6][CH2:3][CH2:4][CH3:5])=[CH:14][CH:13]=2)[CH:21]=[N:20]1)([CH3:18])([CH3:16])[CH3:17] |f:0.1|. The solvent is CN(C=O)C (N,N-dimethylformamide), CN(C=O)C (N,N-dimethylformamide), CN(C=O)C (N,N-dimethylformamide). Reactants: CN1CCN(CC1)C=1C=C(C=O)C=CC1 (3-(4-Methyl-piperazin-1-yl)-benzaldehyde), BrN1C(CCC1=O)=O (N-bromosuccinimide). Reaction conditions: time 10 minute. The yield is 90.0%. The solvent is C(Cl)Cl (methylene chloride), C(Cl)Cl (methylene chloride). Procedure: A solution of 3-(4-Methyl-piperazin-1-yl)-benzaldehyde (49 mmol) in methylene chloride (150 ml) was slowly (30 min) added a solution of N-bromosuccinimide (98 mmol) in methylene chloride (450 ml). The mixture was stirred for 10 min, washed with 2M sodium hydroxide and the organic phase was removed under reduced pressure. The resulting oil was purified by column chromatography giving the title compound as 90% pure black oil in 95% yield (the impurity being 4-bromo-3-(4-methyl-piperazin-1-yl)-benz... Yields the product BrC1=C(C=O)C=C(C=C1)N1CCN(CC1)C (2-Bromo-5-(4-methyl-piperazin-1-yl)-benzaldehyde), pure black oil. Reaction SMILES: [CH3:1][N:2]1[CH2:7][CH2:6][N:5]([C:8]2[CH:9]=[C:10]([CH:13]=[CH:14][CH:15]=2)[CH:11]=[O:12])[CH2:4][CH2:3]1.[Br:16]N1C(=O)CCC1=O>C(Cl)Cl>[Br:16][C:13]1[CH:14]=[CH:15][C:8]([N:5]2[CH2:6][CH2:7][N:2]([CH3:1])[CH2:3][CH2:4]2)=[CH:9][C:10]=1[CH:11]=[O:12].